From a dataset of the Open Reaction Database (ORD), a public repository of structured organic reaction records. describe an organic reaction: reactants, conditions, products, and yield Starting materials: C1(=CC=CC=C1S)C (thio-o-cresol), BrCC=C(CCC=C(C)C)C (1-bromo-3,7-dimethyl-octa-2,6-diene). The product is C1(=C(C=CC=C1)SCC=C(CCC=C(C)C)C)C (3,7-dimethyl-octa-2,6-dienyl o-tolyl sulphide). As a reaction SMILES: [C:1]1([CH3:8])[C:6]([SH:7])=[CH:5][CH:4]=[CH:3][CH:2]=1.Br[CH2:10][CH:11]=[C:12]([CH3:19])[CH2:13][CH2:14][CH:15]=[C:16]([CH3:18])[CH3:17]>>[C:1]1([CH3:8])[CH:2]=[CH:3][CH:4]=[CH:5][C:6]=1[S:7][CH2:10][CH:11]=[C:12]([CH3:19])[CH2:13][CH2:14][CH:15]=[C:16]([CH3:18])[CH3:17]. Procedure: thio-o-cresol is reacted with 1-bromo-3,7-dimethyl-octa-2,6-diene to produce 3,7-dimethyl-octa-2,6-dienyl o-tolyl sulphide (boiling point = 125°C/0.08 mmHg); Reactants: NC1=CC2=C(C(NC3=NC=CC=C23)=O)C=C1 (9-Amino-5H-benzo[c][1,8]naphthyridin-6-one), BrCC1=CC(=CC=C1)Cl (1-(bromo-methyl)-3-chlorobenzene). Yields the product ClC=1C=C(CNC2=CC3=C(C(NC4=NC=CC=C34)=O)C=C2)C=CC1 (9-(3-Chlorobenzylamino)benzo[c][1,8]naphthyridin-6(5H)-one). The yield is 7.7%. Reaction SMILES: [NH2:1][C:2]1[CH:16]=[CH:15][C:5]2[C:6](=[O:14])[NH:7][C:8]3[C:13]([C:4]=2[CH:3]=1)=[CH:12][CH:11]=[CH:10][N:9]=3.Br[CH2:18][C:19]1[CH:24]=[CH:23][CH:22]=[C:21]([Cl:25])[CH:20]=1>>[Cl:25][C:21]1[CH:20]=[C:19]([CH:24]=[CH:23][CH:22]=1)[CH2:18][NH:1][C:2]1[CH:16]=[CH:15][C:5]2[C:6](=[O:14])[NH:7][C:8]3[C:13]([C:4]=2[CH:3]=1)=[CH:12][CH:11]=[CH:10][N:9]=3. Reported procedure: The title compound was synthesized according to the procedure described for the preparation of Example 458 using 70 (162 mg, 0.77 mmol) and 1-(bromo-methyl)-3-chlorobenzene (189 mg, 0.92 mmol) to provide 472 (20 mg, 8% yield) as a white powder. LC-MS (M+H=337, obsd.=337). 1H NMR (400 MHz, DMSO-D6) δ 8.46 (m, 1H), 8.06 (d, J=8.7, 1H), 7.42 (d, J=1.7, 1H), 7.36 (dd, J=4.7, 7.8, 1H), 7.26 (m, 3H), 7.21 (d, J=6.8, 1H), 6.90 (dd, J=2.0, 8.7, 1H), 6.23 (s, 2H), 5.65 (s, 2H). Reactants: CCN, CCN=C=NCCCN(C)C, ClCCl, On1nnc2ccccc21, O=C(O)Cc1cc2c3c(c1)C(c1ccccc1)CCN3CCC2c1ccccc1. The product is CCNC(=O)Cc1cc2c3c(c1)C(c1ccccc1)CCN3CCC2c1ccccc1. As a reaction SMILES: [CH2:30]([CH3:31])[NH2:32].[CH3:33][CH2:34][N:35]=[C:36]=[N:37][CH2:38][CH2:39][CH2:40][N:41]([CH3:42])[CH3:43].[Cl:54][CH2:55][Cl:56].[OH:44][n:45]1[c:46]2[c:47]([cH:48][cH:49][cH:50][cH:51]2)[n:52][n:53]1.[c:1]1([CH:7]2[CH2:8][CH2:9][N:10]3[c:11]4[c:12]([cH:13][c:14]([CH2:17][C:18](=[O:19])[OH:20])[cH:15][c:16]42)[CH:21]([c:24]2[cH:25][cH:26][cH:27][cH:28][cH:29]2)[CH2:22][CH2:23]3)[cH:2][cH:3][cH:4][cH:5][cH:6]1>>[c:1]1([CH:7]2[CH2:8][CH2:9][N:10]3[c:11]4[c:12]([cH:13][c:14]([CH2:17][C:18](=[O:20])[NH:32][CH2:30][CH3:31])[cH:15][c:16]42)[CH:21]([c:24]2[cH:25][cH:26][cH:27][cH:28][cH:29]2)[CH2:22][CH2:23]3)[cH:2][cH:3][cH:4][cH:5][cH:6]1. Reactants: ClC1=CC(=C(C(=C1)F)C(C1=CNC2=C(C=CC=C12)CSC)C1CC1)F (3-[(4-Chloro-2,6-difluorophenyl)(cyclopropyl)methyl]-7-[(methylsulfanyl)methyl]-1H-indole), ClC1=CC=C(C=C1)C(C1=CNC2=C(C=CC=C12)CS(=O)C)C1CC1 (3-[(4-Chlorophenyl)(cyclopropyl)methyl]-7-[(methylsulfinyl)methyl]-1H-indole). Yields the product ClC1=CC(=C(C(=C1)F)C(C1=CNC2=C(C=CC=C12)CS(=O)C)C1CC1)F (3-[(4-Chloro-2,6-difluorophenyl)(cyclopropyl)methyl]-7-[(methylsulfinyl)methyl]-1H-indole). As a reaction SMILES: [Cl:1][C:2]1[CH:7]=[C:6]([F:8])[C:5]([CH:9]([CH:22]2[CH2:24][CH2:23]2)[C:10]2[C:18]3[C:13](=[C:14]([CH2:19][S:20][CH3:21])[CH:15]=[CH:16][CH:17]=3)[NH:12][CH:11]=2)=[C:4]([F:25])[CH:3]=1.ClC1C=CC(C(C2CC2)C2C3C(=C(CS(C)=[O:45])C=CC=3)NC=2)=CC=1>>[Cl:1][C:2]1[CH:7]=[C:6]([F:8])[C:5]([CH:9]([CH:22]2[CH2:24][CH2:23]2)[C:10]2[C:18]3[C:13](=[C:14]([CH2:19][S:20]([CH3:21])=[O:45])[CH:15]=[CH:16][CH:17]=3)[NH:12][CH:11]=2)=[C:4]([F:25])[CH:3]=1. Reported procedure: The title compound was prepared starting from 150 mg (0.25 mmol) of the compound from Example 230 in analogy to the synthesis of the compound from Example 235. 75 mg (77% of theory) of the target compound were obtained as mixture of diastereomers. Starting materials: CCCCc1nc2ccc(C3CC4c5ccccc5CCN4O3)cc2c(=O)n1Cc1ccc(-c2ccccc2-c2nnnn2C(c2ccccc2)(c2ccccc2)c2ccccc2)cc1, CO, C1CCOC1. The product is CCCCc1nc2ccc(C3CC4c5ccccc5CCN4O3)cc2c(=O)n1Cc1ccc(-c2ccccc2-c2nnn[nH]2)cc1. Reaction SMILES: [CH2:1]([CH2:2][CH2:3][CH3:4])[c:5]1[n:6][c:7]2[cH:8][cH:9][c:10]([CH:53]3[CH2:54][CH:55]4[N:56]([CH2:57][CH2:58][c:59]5[cH:60][cH:61][cH:62][cH:63][c:64]54)[O:65]3)[cH:11][c:12]2[c:13](=[O:52])[n:14]1[CH2:15][c:16]1[cH:17][cH:18][c:19](-[c:22]2[c:23](-[c:28]3[n:29][n:30][n:31][n:32]3[C:33]([c:34]3[cH:35][cH:36][cH:37][cH:38][cH:39]3)([c:40]3[cH:41][cH:42][cH:43][cH:44][cH:45]3)[c:46]3[cH:47][cH:48][cH:49][cH:50][cH:51]3)[cH:24][cH:25][cH:26][cH:27]2)[cH:20][cH:21]1.[CH3:66][OH:67].[O:68]1[CH2:69][CH2:70][CH2:71][CH2:72]1>>[CH2:1]([CH2:2][CH2:3][CH3:4])[c:5]1[n:6][c:7]2[cH:8][cH:9][c:10]([CH:53]3[CH2:54][CH:55]4[N:56]([CH2:57][CH2:58][c:59]5[cH:60][cH:61][cH:62][cH:63][c:64]54)[O:65]3)[cH:11][c:12]2[c:13](=[O:52])[n:14]1[CH2:15][c:16]1[cH:17][cH:18][c:19](-[c:22]2[c:23](-[c:28]3[nH:29][n:30][n:31][n:32]3)[cH:24][cH:25][cH:26][cH:27]2)[cH:20][cH:21]1.